From a dataset of the Open Reaction Database (ORD), a public repository of structured organic reaction records. describe an organic reaction: reactants, conditions, products, and yield Reactants: ClCCCC=1C=NC2=C(C=CC=C2C1Cl)OC (3-(3-chloropropyl)-4-chloro-8-methoxyquinoline), CC1=C(N)C=CC=C1 (2-methylaniline). The solvent is C(C)O (ethanol). Product: CC1=C(C=CC=C1)N1CCCC=2C=NC=3C(=CC=CC3C21)OC (1-(2-methylphenyl)-7-methoxy-1,2,3,4-tetrahydropyridino-[3,2-c]quinoline). The yield is 26.7%. Reaction SMILES: Cl[CH2:2][CH2:3][CH2:4][C:5]1[CH:6]=[N:7][C:8]2[C:13]([C:14]=1Cl)=[CH:12][CH:11]=[CH:10][C:9]=2[O:16][CH3:17].[CH3:18][C:19]1[CH:25]=[CH:24][CH:23]=[CH:22][C:20]=1[NH2:21]>C(O)C>[CH3:18][C:19]1[CH:25]=[CH:24][CH:23]=[CH:22][C:20]=1[N:21]1[C:14]2[C:13]3[CH:12]=[CH:11][CH:10]=[C:9]([O:16][CH3:17])[C:8]=3[N:7]=[CH:6][C:5]=2[CH2:4][CH2:3][CH2:2]1. Procedure details: A solution of 3-(3-chloropropyl)-4-chloro-8-methoxyquinoline (6.4 g, 23.6 mmol) and 2-methylaniline (5.0 ml, 47.2 mmol) in ethanol (250 ml) was heated at reflux for 4 days, then cooled and evaporated. Dichloromethane and aqueous sodium bicarbonate solution were added, and the organic layer washed with water, dried and evaporated. Chromatography (silica gel, 1% methanolic ammonia in dichloromethane) followed by crystallisation from ethyl acetate gave 1-(2-methylphenyl)-7-methoxy-1,2,3,4-tetrahydr... Starting materials: CNC(=O)N1C(SCC1)C1=C(C=CC=C1)OCCCl (N-methyl-2-{2-(2-chloroethyloxy)phenyl]thiazolidine-3-carboxamide), C1(=CC=CC=C1)N1CCNCC1 (N-phenylpiperazine), C([O-])([O-])=O.[K+].[K+] (potassium carbonate), [I-].[Na+] (sodium iodide). Run in CN(C=O)C (dimethylformamide). Run at temperature 90 celsius, time 18 hour. The product is CNC(=O)N1C(SCC1)C1=C(C=CC=C1)OCCN1CCN(CC1)C1=CC=CC=C1 (N-methyl-2-{2-[2-(4-phenylpiperazin-1-yl)ethyloxy]phenyl}thiazolidine-3-carboxamide). The yield is 58.0%. RXN SMILES: [CH3:1][NH:2][C:3]([N:5]1[CH2:9][CH2:8][S:7][CH:6]1[C:10]1[CH:15]=[CH:14][CH:13]=[CH:12][C:11]=1[O:16][CH2:17][CH2:18]Cl)=[O:4].[C:20]1([N:26]2[CH2:31][CH2:30][NH:29][CH2:28][CH2:27]2)[CH:25]=[CH:24][CH:23]=[CH:22][CH:21]=1.C(=O)([O-])[O-].[K+].[K+].[I-].[Na+]>CN(C)C=O>[CH3:1][NH:2][C:3]([N:5]1[CH2:9][CH2:8][S:7][CH:6]1[C:10]1[CH:15]=[CH:14][CH:13]=[CH:12][C:11]=1[O:16][CH2:17][CH2:18][N:29]1[CH2:30][CH2:31][N:26]([C:20]2[CH:25]=[CH:24][CH:23]=[CH:22][CH:21]=2)[CH2:27][CH2:28]1)=[O:4] |f:2.3.4,5.6|. Procedure: A mixture of 1.81 g of N-methyl-2-{2-(2-chloroethyloxy)phenyl]thiazolidine-3-carboxamide, 0.97 g of N-phenylpiperazine, 0.83 g of potassium carbonate, 0.90 g of sodium iodide and 25 ml of dimethylformamide is stirred at 90° C. for 18 hours. The mixture is concentrated under reduced pressure to remove solvent. Water is added to the residue, and the aqueous mixture is extracted with ethyl acetate. The extract is washed with water, dried and then concentrated under reduced pressure to remove solven... The reactants are C(C)(=O)NCC=1SC(=CC1)C(CCCCl)=O (2-acetylaminomethyl-5-(4-chlorobutyryl)thiophene), FC1=CC2=C(C(=NO2)C2CCNCC2)C=C1 (4-(6-fluoro-1,2-benzisoxazol-3-yl)piperidine), C([O-])([O-])=O.[K+].[K+] (potassium carbonate), [I-].[K+] (potassium iodide). The solvent is O (water), C1(=CC=CC=C1)C (toluene), CN(C=O)C (dimethylformamide). Run at temperature 60 celsius, time 6 hour. Yields the product C(C)(=O)NCC1=CC=C(S1)C(CCCN1CCC(CC1)C1=NOC2=C1C=CC(=C2)F)=O (3-(1-(4-(5-acetylaminomethyl -2-thienyl)-4-oxobutyl)piperidin-4-yl)-6-fluoro-1,2-benzisoxazole). Yield: 20.3%. As a reaction SMILES: [C:1]([NH:4][CH2:5][C:6]1[S:7][C:8]([C:11](=[O:16])[CH2:12][CH2:13][CH2:14]Cl)=[CH:9][CH:10]=1)(=[O:3])[CH3:2].[F:17][C:18]1[CH:32]=[CH:31][C:21]2[C:22]([CH:25]3[CH2:30][CH2:29][NH:28][CH2:27][CH2:26]3)=[N:23][O:24][C:20]=2[CH:19]=1.C(=O)([O-])[O-].[K+].[K+].[I-].[K+]>O.C1(C)C=CC=CC=1.CN(C)C=O>[C:1]([NH:4][CH2:5][C:6]1[S:7][C:8]([C:11](=[O:16])[CH2:12][CH2:13][CH2:14][N:28]2[CH2:27][CH2:26][CH:25]([C:22]3[C:21]4[CH:31]=[CH:32][C:18]([F:17])=[CH:19][C:20]=4[O:24][N:23]=3)[CH2:30][CH2:29]2)=[CH:9][CH:10]=1)(=[O:3])[CH3:2] |f:2.3.4,5.6|. Procedure: A mixture of 2-acetylaminomethyl-5-(4-chlorobutyryl)thiophene (2.6 g), 4-(6-fluoro-1,2-benzisoxazol-3-yl)piperidine (2.7 g), potassium carbonate (3.0 g), potassium iodide (1.6 g), dimethylformamide (20 ml), and toluene (20 ml) was stirred at 60° C. for 6 hours. The reaction mixture was poured into water, and the precipitated crystals were filtered off, followed by recrystallization from ethanol to give 0.9 g of 3-(1-(4-(5-acetylaminomethyl -2-thienyl)-4-oxobutyl)piperidin-4-yl)-6-fluoro-1,2-benz... The reactants are CCOc1cc(CN(c2ccc(C#N)cc2)c2nc(Br)cn2C(c2ccccc2)(c2ccccc2)c2ccccc2)c(F)c(OC(C)C)c1, Brc1cn(C(c2ccccc2)(c2ccccc2)c2ccccc2)cn1, CCc1cc(C=Nc2ccc(C#N)cc2)c(F)c(O[Si](C)(C)C(C)(C)C)c1. Yields the product CCc1cc(CN(c2ccc(C#N)cc2)c2nc(Br)cn2C(c2ccccc2)(c2ccccc2)c2ccccc2)c(F)c(O[Si](C)(C)C(C)(C)C)c1. Reaction SMILES: [Br:1][c:2]1[n:3][c:4]([N:5]([CH2:6][c:7]2[cH:8][c:9]([O:10][CH2:11][CH3:12])[cH:13][c:14]([O:15][CH:16]([CH3:17])[CH3:18])[c:19]2[F:20])[c:21]2[cH:22][cH:23][c:24]([C:25]#[N:26])[cH:27][cH:28]2)[n:29]([C:30]([c:31]2[cH:32][cH:33][cH:34][cH:35][cH:36]2)([c:37]2[cH:38][cH:39][cH:40][cH:41][cH:42]2)[c:43]2[cH:44][cH:45][cH:46][cH:47][cH:48]2)[cH:49]1.[Br:50][c:51]1[n:52][cH:53][n:54]([C:56]([c:57]2[cH:58][cH:59][cH:60][cH:61][cH:62]2)([c:63]2[cH:64][cH:65][cH:66][cH:67][cH:68]2)[c:69]2[cH:70][cH:71][cH:72][cH:73][cH:74]2)[cH:55]1.[C:75]([CH3:76])([CH3:77])([CH3:78])[Si:79]([O:80][c:81]1[c:82]([F:99])[c:83]([CH:84]=[N:85][c:86]2[cH:87][cH:88][c:89]([C:90]#[N:91])[cH:92][cH:93]2)[cH:94][c:95]([CH2:97][CH3:98])[cH:96]1)([CH3:100])[CH3:101]>>[Br:50][c:51]1[n:52][c:53]([N:85]([CH2:84][c:83]2[c:82]([F:99])[c:81]([O:80][Si:79]([C:75]([CH3:76])([CH3:77])[CH3:78])([CH3:100])[CH3:101])[cH:96][c:95]([CH2:97][CH3:98])[cH:94]2)[c:86]2[cH:87][cH:88][c:89]([C:90]#[N:91])[cH:92][cH:93]2)[n:54]([C:56]([c:57]2[cH:58][cH:59][cH:60][cH:61][cH:62]2)([c:63]2[cH:64][cH:65][cH:66][cH:67][cH:68]2)[c:69]2[cH:70][cH:71][cH:72][cH:73][cH:74]2)[cH:55]1. Reactants: ClC1=NC=C(C(=N1)Cl)[N+](=O)[O-] (2,4-dichloro-5-nitropyrimidine), [OH-].[NH4+] (ammonium hydroxide). Conditions: time 30 minute. Product: ClC1=NC=C(C(=N1)N)[N+](=O)[O-] (2-chloro-5-nitropyrimidin-4-amine). RXN SMILES: [Cl:1][C:2]1[N:7]=[C:6](Cl)[C:5]([N+:9]([O-:11])=[O:10])=[CH:4][N:3]=1.[OH-].[NH4+:13]>>[Cl:1][C:2]1[N:7]=[C:6]([NH2:13])[C:5]([N+:9]([O-:11])=[O:10])=[CH:4][N:3]=1 |f:1.2|. Procedure: To a rapidly stirred solution of saturated aqueous ammonium hydroxide (50 mL) and ice in a 0 deg. C. bath was added 2,4-dichloro-5-nitropyrimidine (6.0 g, 31 mmol) in portions. The resulting yellow foamy mixture was allowed to stir for 30 min, at which point the precipitate was isolated by filtration. The solid was rinsed several times with ice-cold water and once with ice cold ethanol to give a peach-colored solid. The crude solid was purified by adsorption onto 18 g silica gel, followed by sil... Starting materials: [F-].[K+] (Potassium fluoride), C(C)#N (acetonitrile), ClC1=C2C(CC(C2=CC=C1)=O)=O (4-chloro-indan-1,3-dione), IC (Iodomethane). Yields the product ClC1=C2C(C(C(C2=CC=C1)=O)(C)C)=O (4-chloro-2,2-dimethyl-indan-1,3-dione). Reaction SMILES: [F-].[K+].[Cl:3][C:4]1[CH:12]=[CH:11][CH:10]=[C:9]2[C:5]=1[C:6](=[O:14])C[C:8]2=[O:13].I[CH3:16].[C:17](#N)[CH3:18]>>[Cl:3][C:4]1[CH:12]=[CH:11][CH:10]=[C:9]2[C:5]=1[C:6](=[O:14])[C:17]([CH3:18])([CH3:16])[C:8]2=[O:13] |f:0.1|. Procedure details: Potassium fluoride on Celite® [loading wt: 50% purchased from Sigma-Aldrich Co.] (17.4 g, ˜150 mmol) is heated at 135° C. for 2 hours under vacuum (<20 torr). The solid is then permitted to cool to room temperature and placed under a nitrogen atmosphere, at which time a solution of 4-chloro-indan-1,3-dione (CAS#20926-88-9, 5.6 g, 31.0 mmol), which can be prepared as described by Smith, H.; et al. Journal of Medicinal Chemistry, 1973, 16, 1334-1339, in acetonitrile (45 mL) is added. Iodomethane (...